The task is: describe an organic reaction: reactants, conditions, products, and yield. This data is from the Open Reaction Database (ORD), a public repository of structured organic reaction records. The reactants are C1(=CC=CC=C1)C1=NN2C(C=C(C=C2N)C2=CC=NC=C2)=N1 (2-phenyl-7-pyridin-4-yl-[1,2,4]triazolo[1,5-a]pyridin-5-ylamine), BrC1=C(C=CC=C1)CC(=O)Cl (o-bromphenylacetyl chloride). Product: BrC1=C(C=CC=C1)CC(=O)NC1=CC(=CC=2N1N=C(N2)C2=CC=CC=C2)C2=CC=NC=C2 (2-(2-Bromo-phenyl)-N-(2-phenyl-7-pyridin-4-yl-[1,2,4]triazolo[1,5-a]pyridin-5-yl)-acetamide). RXN SMILES: [C:1]1([C:7]2[N:22]=[C:10]3[CH:11]=[C:12]([C:16]4[CH:21]=[CH:20][N:19]=[CH:18][CH:17]=4)[CH:13]=[C:14]([NH2:15])[N:9]3[N:8]=2)[CH:6]=[CH:5][CH:4]=[CH:3][CH:2]=1.[Br:23][C:24]1[CH:29]=[CH:28][CH:27]=[CH:26][C:25]=1[CH2:30][C:31](Cl)=[O:32]>>[Br:23][C:24]1[CH:29]=[CH:28][CH:27]=[CH:26][C:25]=1[CH2:30][C:31]([NH:15][C:14]1[N:9]2[N:8]=[C:7]([C:1]3[CH:2]=[CH:3][CH:4]=[CH:5][CH:6]=3)[N:22]=[C:10]2[CH:11]=[C:12]([C:16]2[CH:21]=[CH:20][N:19]=[CH:18][CH:17]=2)[CH:13]=1)=[O:32]. Procedure details: The title compound, MS m/e (%): 484,486 (M+H+, 100), was prepared in accordance with the general method of example 31 from 2-phenyl-7-pyridin-4-yl-[1,2,4]triazolo[1,5-a]pyridin-5-ylamine and o-bromphenylacetyl chloride. Reactants: N(=O)N1C(COCC1)C(=O)O (4-Nitrosomorpholine-3-carboxylic acid), FC(C(=O)OC(C(F)(F)F)=O)(F)F (trifluoroacetic anhydride). Solvent: C1CCOC1 (THF), C1CCOC1 (THF). Conditions: temperature 0 celsius, time 10 minute. The product is N=1OC(=C2COCC[N+]21)[O-] (6,7-Dihydro-4H-[1,2,3]oxadiazolo[4,3-c][1,4]oxazin-8-ium-3-olate). Yield: 38.9%. Reaction SMILES: [N:1]([N:3]1[CH2:8][CH2:7][O:6][CH2:5][CH:4]1[C:9]([OH:11])=[O:10])=O.FC(F)(F)C(OC(=O)C(F)(F)F)=O>C1COCC1>[N:1]1[O:11][C:9]([O-:10])=[C:4]2[N+:3]=1[CH2:8][CH2:7][O:6][CH2:5]2. Reported procedure: The crude 4-nitrosomorpholine-3-carboxylic acid (11.0 g) from step 1 was dissolved in THF (250 ml) and cooled to 0° C. A solution of trifluoroacetic anhydride (7.4 ml, 52 mmol) in THF (20 ml) was added with stirring over 10 min. The resulting mixture was stirred at 0° C. for 5 hr, and warmed to room temperature for 16 hr. The solvent was evaporated and the residue was diluted with 250 ml of ethyl acetate and stirred with 30 g of anhydrous potassium carbonate. The mixture was filtered through a p... The reactants are COC=1CCC(CCN1)C(C)C (3,4,5,6-tetrahydro-7-methoxy-4-(1-methylethyl)-2H-azepine), [Cl-].[NH4+] (ammonium chloride), title material. The solvent is CO (MeOH). The product is Cl.CC(C)C1CCC(NCC1)=N (hexahydro-5-(1-methylethyl)-1H-azepin-2-imine, monohydrochloride). Reaction SMILES: CO[C:3]1[CH2:4][CH2:5][CH:6]([CH:10]([CH3:12])[CH3:11])[CH2:7][CH2:8][N:9]=1.[Cl-:13].[NH4+:14]>CO>[ClH:13].[CH3:11][CH:10]([CH:6]1[CH2:7][CH2:8][NH:9][C:3](=[NH:14])[CH2:4][CH2:5]1)[CH3:12] |f:1.2,4.5|. Reported procedure: The product of EXAMPLE 77 in MeOH is reacted with ammonium chloride by the method of EXAMPLE 27 to generate the title material. The reactants are CCOC(=O)CCC1CC(O[Si](C)(C)C(C)(C)C)CN1C(=O)OC(C)(C)C, CCCC[N+](CCCC)(CCCC)CCCC, CCOC(C)=O, [F-], C1CCOC1. Product: CCOC(=O)CCC1CC(O)CN1C(=O)OC(C)(C)C. RXN SMILES: [C:1]([Si:2]([CH3:3])([CH3:4])[O:6][CH:7]1[CH2:8][CH:9]([CH2:19][CH2:20][C:21](=[O:22])[O:23][CH2:24][CH3:25])[N:10]([C:12](=[O:13])[O:14][C:15]([CH3:16])([CH3:17])[CH3:18])[CH2:11]1)([CH3:5])([CH3:26])[CH3:27].[CH3:29][CH2:30][CH2:31][CH2:32][N+:33]([CH2:34][CH2:35][CH2:36][CH3:37])([CH2:38][CH2:39][CH2:40][CH3:41])[CH2:42][CH2:43][CH2:44][CH3:45].[CH3:51][CH2:52][O:53][C:54](=[O:55])[CH3:56].[F-:28].[O:46]1[CH2:47][CH2:48][CH2:49][CH2:50]1>>[OH:6][CH:7]1[CH2:8][CH:9]([CH2:19][CH2:20][C:21](=[O:22])[O:23][CH2:24][CH3:25])[N:10]([C:12](=[O:13])[O:14][C:15]([CH3:16])([CH3:17])[CH3:18])[CH2:11]1. Starting materials: BrC=1C2=C(N=CN1)CCN(C2)C2=C(C#N)C=C(C=C2)Cl (2-(4-bromo-7,8-dihydropyrido[4,3-d]pyrimidin-6(5H)-yl)-5-chlorobenzonitrile), N[C@H](CCO)C=1C=NC(=CC1)C(F)(F)F ((R)-3-amino-3-(6-(trifluoromethyl)pyridin-3-yl)propan-1-ol), C(C)(C)N(C(C)C)CC (N,N-diisopropylethylamine). Solvent: C(C)#N (acetonitrile). The product is ClC=1C=CC(=C(C#N)C1)N1CC2=C(N=CN=C2N[C@H](CCO)C=2C=NC(=CC2)C(F)(F)F)CC1 (5-Chloro-2-{4-[(R)-3-hydroxy-1-(6-trifluoromethyl-pyridin-3-yl)-propylamino]-7,8-dihydro-5H-pyrido[4,3-d]pyrimidin-6-yl}-benzonitrile). RXN SMILES: Br[C:2]1[C:3]2[CH2:11][N:10]([C:12]3[CH:19]=[CH:18][C:17]([Cl:20])=[CH:16][C:13]=3[C:14]#[N:15])[CH2:9][CH2:8][C:4]=2[N:5]=[CH:6][N:7]=1.[NH2:21][C@@H:22]([C:26]1[CH:27]=[N:28][C:29]([C:32]([F:35])([F:34])[F:33])=[CH:30][CH:31]=1)[CH2:23][CH2:24][OH:25].C(N(CC)C(C)C)(C)C>C(#N)C>[Cl:20][C:17]1[CH:18]=[CH:19][C:12]([N:10]2[CH2:9][CH2:8][C:4]3[N:5]=[CH:6][N:7]=[C:2]([NH:21][C@@H:22]([C:26]4[CH:27]=[N:28][C:29]([C:32]([F:35])([F:33])[F:34])=[CH:30][CH:31]=4)[CH2:23][CH2:24][OH:25])[C:3]=3[CH2:11]2)=[C:13]([CH:16]=1)[C:14]#[N:15]. Procedure details: A reaction mixture of 2-(4-bromo-7,8-dihydropyrido[4,3-d]pyrimidin-6(5H)-yl)-5-chlorobenzonitrile (35 mg, 0.10 mmol) and (R)-3-amino-3-(6-(trifluoromethyl)pyridin-3-yl)propan-1-ol (22 mg, 0.10 μmol) in acetonitrile (1 mL) and N,N-diisopropylethylamine (0.035 mL, 0.20 mmol) was subjected to microwave irradiation at 200° C. for 2 h. The reaction mixture was concentrated and the residue was purified by preparative HPLC (100×20.2 mm, C18 column; 30-70% CH3CN-water [10 mM Et2NH]) to yield an off-whit...